This data is from the Open Reaction Database (ORD), a public repository of structured organic reaction records. The task is: describe an organic reaction: reactants, conditions, products, and yield Reaction SMILES: Br[C:2]1[CH:3]=[C:4]([NH:10][C:11]2[CH:16]=[CH:15][C:14]([C:17]3[CH2:18][CH2:19][N:20]([CH:23]4[CH2:26][O:25][CH2:24]4)[CH2:21][CH:22]=3)=[CH:13][N:12]=2)[C:5](=[O:9])[N:6]([CH3:8])[CH:7]=1.[C:27]([O:30][CH2:31][C:32]1[C:33]([N:47]2[CH2:59][CH2:58][N:50]3[C:51]4[CH2:52][CH2:53][CH2:54][CH2:55][C:56]=4[CH:57]=[C:49]3[C:48]2=[O:60])=[N:34][CH:35]=[CH:36][C:37]=1B1OC(C)(C)C(C)(C)O1)(=[O:29])[CH3:28].[O-]P([O-])([O-])=O.[K+].[K+].[K+].C([O-])(=O)C.[Na+]>C1C=CC(P(C2C=CC=CC=2)[C-]2C=CC=C2)=CC=1.C1C=CC(P(C2C=CC=CC=2)[C-]2C=CC=C2)=CC=1.Cl[Pd]Cl.[Fe+2].O.C(#N)C>[C:27]([O:30][CH2:31][C:32]1[C:33]([N:47]2[CH2:59][CH2:58][N:50]3[C:51]4[CH2:52][CH2:53][CH2:54][CH2:55][C:56]=4[CH:57]=[C:49]3[C:48]2=[O:60])=[N:34][CH:35]=[CH:36][C:37]=1[C:2]1[CH:3]=[C:4]([NH:10][C:11]2[CH:16]=[CH:15][C:14]([C:17]3[CH2:18][CH2:19][N:20]([CH:23]4[CH2:26][O:25][CH2:24]4)[CH2:21][CH:22]=3)=[CH:13][N:12]=2)[C:5](=[O:9])[N:6]([CH3:8])[CH:7]=1)(=[O:29])[CH3:28] |f:2.3.4.5,6.7,8.9.10.11|. Starting materials: BrC=1C=C(C(N(C1)C)=O)NC1=NC=C(C=C1)C=1CCN(CC1)C1COC1 (5-Bromo-1-methyl-3-(5-(1-(oxetan-3-yl)-1,2,3,6-tetrahydropyridin-4-yl)pyridin-2-ylamino)pyridin-2(1H)-one), C(C)(=O)OCC=1C(=NC=CC1B1OC(C(O1)(C)C)(C)C)N1C(C=2N(C=3CCCCC3C2)CC1)=O ((2-(1-Oxo-3,4,6,7,8,9-hexahydropyrazino[1,2-a]indol-2(1H)-yl)-4-(4,4,5,5-tetramethyl-1,3,2-dioxaborolan-2-yl)pyridin-3-yl)methyl acetate), [O-]P(=O)([O-])[O-].[K+].[K+].[K+] (K3PO4), C(C)(=O)[O-].[Na+] (sodium acetate). Reagents/catalysts: C1=CC=C(C=C1)P([C-]2C=CC=C2)C3=CC=CC=C3.C1=CC=C(C=C1)P([C-]2C=CC=C2)C3=CC=CC=C3.Cl[Pd]Cl.[Fe+2] (PdCl2(dppf)). The solvent is O (water), C(C)#N (acetonitrile). Run at temperature 80 celsius. Yield: 66.6%. The product is C(C)(=O)OCC=1C(=NC=CC1C1=CN(C(C(=C1)NC1=NC=C(C=C1)C=1CCN(CC1)C1COC1)=O)C)N1C(C=2N(C=3CCCCC3C2)CC1)=O ((4-(1-Methyl-5-(5-(1-(oxetan-3-yl)-1,2,3,6-tetrahydropyridin-4-yl)pyridin-2-ylamino)-6-oxo-1,6-dihydropyridin-3-yl)-2-(1-oxo-3,4,6,7,8,9-hexahydropyrazino[1,2-a]indol-2(1H)-yl)pyridin-3-yl)methyl Acetate). Reported procedure: A round-bottomed flask equipped with a reflux condenser was charged with 200e (300 mg, 0.72 mmol), 3-(acetoxymethyl)-2-(1-oxo-3,4,6,7,8,9-hexahydropyrazino[1,2-a]indol-2(1H)-yl)pyridin-4-ylboronic acid 113i (414 mg, 1.08 mmol), PdCl2(dppf) (57 mg, 0.070 mmol), K3PO4 3H2O (560 mg, 2.16 mmol), sodium acetate (177 mg, 2.16 mmol), acetonitrile (10 mL), and water (0.5 mL). After three cycles of vacuum/argon flush, the mixture was heated at 80° C. for 3 h. It was then filtered and the filtrate was eva... Starting materials: BrC=1C=C2C(=NNC(C2=CC1)=O)Cl (6-bromo-4-chloro-2H-phthalazin-1-one), N1(CCCC1)C1=CC=CC(=N1)CN ((6-pyrrolidin-ylpyrid-2-yl)methylamine), C=1C=CC(=CC1)P(C=2C=CC=CC2)C3=CC=C4C=CC=CC4=C3C5=C6C=CC=CC6=CC=C5P(C=7C=CC=CC7)C=8C=CC=CC8 (rac-BINAP), CC(C)(C)[O-].[Na+] (NaOtBu). Reagents/catalysts: C=1C=CC(=CC1)/C=C/C(=O)/C=C/C2=CC=CC=C2.C=1C=CC(=CC1)/C=C/C(=O)/C=C/C2=CC=CC=C2.C=1C=CC(=CC1)/C=C/C(=O)/C=C/C2=CC=CC=C2.[Pd].[Pd] (Pd2(dba)3). Run in CCOC(=O)C (EtOAc), CC(=O)N(C)C (DMA). Yields the product Hexanes EtOAc, ClC1=NNC(C2=CC=C(C=C12)NCC1=NC(=CC=C1)N1CCCC1)=O (4-chloro-6-[(6-pyrrolidin-1-yl-pyridin-2-ylmethyl)-amino]-2H-phthalazin-1-one). The yield is 9.1%. Reaction SMILES: Br[C:2]1[CH:3]=[C:4]2[C:9](=[CH:10][CH:11]=1)[C:8](=[O:12])[NH:7][N:6]=[C:5]2[Cl:13].[N:14]1([C:19]2[N:24]=[C:23]([CH2:25][NH2:26])[CH:22]=[CH:21][CH:20]=2)[CH2:18][CH2:17][CH2:16][CH2:15]1.C1C=CC(P(C2C(C3C(P(C4C=CC=CC=4)C4C=CC=CC=4)=CC=C4C=3C=CC=C4)=C3C(C=CC=C3)=CC=2)C2C=CC=CC=2)=CC=1.CC([O-])(C)C.[Na+]>CC(N(C)C)=O.CCOC(C)=O.C1C=CC(/C=C/C(/C=C/C2C=CC=CC=2)=O)=CC=1.C1C=CC(/C=C/C(/C=C/C2C=CC=CC=2)=O)=CC=1.C1C=CC(/C=C/C(/C=C/C2C=CC=CC=2)=O)=CC=1.[Pd].[Pd]>[Cl:13][C:5]1[C:4]2[C:9](=[CH:10][CH:11]=[C:2]([NH:26][CH2:25][C:23]3[CH:22]=[CH:21][CH:20]=[C:19]([N:14]4[CH2:18][CH2:17][CH2:16][CH2:15]4)[N:24]=3)[CH:3]=2)[C:8](=[O:12])[NH:7][N:6]=1 |f:3.4,7.8.9.10.11|. Procedure details: A mixture 6-bromo-4-chloro-2H-phthalazin-1-one (200 mg, 0.770 mmol), (6-pyrrolidin-ylpyrid-2-yl)methylamine (150 mg, 0.848 mmol), Pd2(dba)3 (71 mg, 0.077 mmol), rac-BINAP (153 mg, 0.246 mmol) and NaOtBu (190 mg, 1.977 mmol) in DMA (6 mL) was heated at 85° C. for 1.5 h. The mixture was allowed to cool, diluted with EtOAc and washed with water. The organic layer was washed with sat.aq. NaHCO3, brine and dried (Na2SO4). Chromatography (Hexanes/EtOAc) afforded 4-chloro-6-[(6-pyrrolidin-1-yl-pyridin-... Reactants: COC(=O)N1CCC(CC1)N1CCC(CC1)N1C(NC2=C1C=CC=C2)=O (1-[1-(1-methoxycarbonylpiperidin-4-yl)piperidin-4-yl]-1,3-dihydro-2H-benzimidazol-2-one), CS(=O)(=O)Cl (methanesulfonyl chloride), COC(=O)N1CCC(CC1)N1CCC(CC1)N1C(NC2=C1C=CC=C2F)=O (1-[1-(1-methoxycarbonylpiperidin-4yl)-piperidin-4-yl]-4-fluoro-1,3-dihydro-2H-benzimidazol-2-one), C(C)(=O)Cl (acetyl chloride). Product: COC(=O)N1CCC(CC1)N1CCC(CC1)N1C(N(C2=C1C=CC=C2F)S(=O)(=O)C)=O (1-(1-methoxycarbonylpiperidin-4-yl-piperidin-4-yl]-4-fluoro-3-(methylsulfonyl)-1,3-dihydro-2H-benzimidazol-2-one). Reaction SMILES: COC(N1CCC(N2CCC(N3C4C=CC=CC=4NC3=O)CC2)CC1)=O.[CH3:27][O:28][C:29]([N:31]1[CH2:36][CH2:35][CH:34]([N:37]2[CH2:42][CH2:41][CH:40]([N:43]3[C:47]4[CH:48]=[CH:49][CH:50]=[C:51]([F:52])[C:46]=4[NH:45][C:44]3=[O:53])[CH2:39][CH2:38]2)[CH2:33][CH2:32]1)=[O:30].C(Cl)(=O)C.[CH3:58][S:59](Cl)(=[O:61])=[O:60]>>[CH3:27][O:28][C:29]([N:31]1[CH2:36][CH2:35][CH:34]([N:37]2[CH2:38][CH2:39][CH:40]([N:43]3[C:47]4[CH:48]=[CH:49][CH:50]=[C:51]([F:52])[C:46]=4[N:45]([S:59]([CH3:58])(=[O:61])=[O:60])[C:44]3=[O:53])[CH2:41][CH2:42]2)[CH2:33][CH2:32]1)=[O:30]. Reported procedure: Example 12 was repeated except that the 1-[1-(1-methoxycarbonylpiperidin-4-yl)piperidin-4-yl]-1,3-dihydro-2H-benzimidazol-2-one was replaced with 1-[1-(1-methoxycarbonylpiperidin-4yl)-piperidin-4-yl]-4-fluoro-1,3-dihydro-2H-benzimidazol-2-one which was synthesized by the method of Referential Example 6 and that acetyl chloride was replaced with methanesulfonyl chloride. The title compound was obtained as a colorless oil.